This data is from the Open Reaction Database (ORD), a public repository of structured organic reaction records. The task is: describe an organic reaction: reactants, conditions, products, and yield The reactants are O=C([O-])[O-], CN(C)C=O, COc1c(C)cnc(CCl)c1Cl, Cl, O=C(O)C(F)(F)F, [K+], [K+], CNC(=O)Cc1cc2n[nH]nc3c-2c1CSN=C3N. Yields the product CNC(=O)Cc1cc2nn(Cc3ncc(C)c(OC)c3Cl)nc3c-2c1CSN=C3N. RXN SMILES: [C:40](=[O:41])([O-:42])[O-:43].[CH3:46][N:47]([CH3:48])[CH:49]=[O:50].[Cl:28][c:29]1[c:30]([CH2:38][Cl:39])[n:31][cH:32][c:33]([CH3:37])[c:34]1[O:35][CH3:36].[ClH:27].[F:1][C:2]([F:3])([F:4])[C:5]([OH:6])=[O:7].[K+:44].[K+:45].[NH2:8][C:9]1=[N:18][S:17][CH2:16][c:15]2[c:11]3[c:10]1[n:26][nH:25][n:24][c:12]-3[cH:13][c:14]2[CH2:19][C:20](=[O:21])[NH:22][CH3:23]>>[NH2:8][C:9]1=[N:18][S:17][CH2:16][c:15]2[c:11]3[c:10]1[n:26][n:25]([CH2:38][c:30]1[c:29]([Cl:28])[c:34]([O:35][CH3:36])[c:33]([CH3:37])[cH:32][n:31]1)[n:24][c:12]-3[cH:13][c:14]2[CH2:19][C:20](=[O:21])[NH:22][CH3:23]. Product: C1(=CC=CC=C1)C=1N=C(OC1C1=CC=CC=C1)CC1=C(CCC1)C1=CC(=CC=C1)OC (2-[(4,5-diphenyloxazol-2-yl)methyl]-1-(3-methoxyphenyl)cyclopentene). Reported procedure: To a solution of [2-(3-methoxyphenyl)-cyclopentylidene]acetic acid (4.0 g) in methylene chloride (80 ml) were added benzoin (3.7 g), 1-ethyl-3-(3-dimethylaminopropyl)carbodimide (4.1 ml) and 4-dimethylaminopyridine (2.1 g). The resulting mixture was stirred at room temperature for 12 hours and then partitioned between ethyl acetate and 1N-hydrochloric acid. The organic layer was separated, washed successively with 1N-hydrochloric acid, saturated sodium bicarbonate aqueous solution, and brine, dr... Reactants: COC=1C=C(C=CC1)C1C(CCC1)=CC(=O)O ([2-(3-methoxyphenyl)-cyclopentylidene]acetic acid), C1(=CC=CC=C1)C(=O)C(O)C1=CC=CC=C1 (benzoin), C(C)N=C=NCCCN(C)C (1-ethyl-3-(3-dimethylaminopropyl)carbodimide). The reagents and catalysts are CN(C1=CC=NC=C1)C (4-dimethylaminopyridine). RXN SMILES: [CH3:1][O:2][C:3]1[CH:4]=[C:5]([CH:9]2[CH2:13][CH2:12][CH2:11][C:10]2=[CH:14][C:15]([OH:17])=O)[CH:6]=[CH:7][CH:8]=1.[C:18]1([C:24]([CH:26]([C:28]2[CH:33]=[CH:32][CH:31]=[CH:30][CH:29]=2)O)=O)[CH:23]=[CH:22][CH:21]=[CH:20][CH:19]=1.C([N:36]=C=NCCCN(C)C)C>C(Cl)Cl.CN(C)C1C=CN=CC=1>[C:18]1([C:24]2[N:36]=[C:15]([CH2:14][C:10]3[CH2:11][CH2:12][CH2:13][C:9]=3[C:5]3[CH:6]=[CH:7][CH:8]=[C:3]([O:2][CH3:1])[CH:4]=3)[O:17][C:26]=2[C:28]2[CH:33]=[CH:32][CH:31]=[CH:30][CH:29]=2)[CH:23]=[CH:22][CH:21]=[CH:20][CH:19]=1. Run at time 12 hour. Solvent: C(Cl)Cl (methylene chloride). Starting materials: C(C)OC(C=CC1=C(C=C(C=C1)C(C)(C)C)OCCOC)=O (3-[4-tert-Butyl-2-(2-methoxyethoxy)phenyl]acrylic acid ethyl ester), [OH-].[Na+] (sodium hydroxide). Solvent: CO (methanol), O (H2O). Product: C(C)(C)(C)C1=CC(=C(C=C1)C=CC(=O)O)OCCOC (3-[4-tert-Butyl-2-(2-methoxyethoxy)phenyl]acrylic acid). The yield is 99.3%. RXN SMILES: C([O:3][C:4](=[O:22])[CH:5]=[CH:6][C:7]1[CH:12]=[CH:11][C:10]([C:13]([CH3:16])([CH3:15])[CH3:14])=[CH:9][C:8]=1[O:17][CH2:18][CH2:19][O:20][CH3:21])C.[OH-].[Na+]>CO.O>[C:13]([C:10]1[CH:11]=[CH:12][C:7]([CH:6]=[CH:5][C:4]([OH:22])=[O:3])=[C:8]([O:17][CH2:18][CH2:19][O:20][CH3:21])[CH:9]=1)([CH3:16])([CH3:14])[CH3:15] |f:1.2|. Procedure: 3-[4-tert-Butyl-2-(2-methoxyethoxy)phenyl]acrylic acid ethyl ester (40.4 mg, 0.132 mmol, 1 eq) and sodium hydroxide (52.8 mg, 1.32 mmole, 10 eq) were added in methanol and H2O. The reaction mixture was purified according to step 2 of Example 22 to give 3-[4-tert-Butyl-2-(2-methoxyethoxy)phenyl]acrylic acid (36.5 mg, 77.3%). 3-[4-tert-Butyl-2-(2-methoxyethoxy)-phenyl]acrylic acid (26.4 mg, 0.095 mmol, 1 eq.), Diethylcyanophosphine (17.3 μl, 0.114 mmol, 1.2 eq), N-(4-Aminomethyl-2-fluoro-6-vinylph... Reactants: C(C1=CC=CC=C1)OC(=O)NCCCC[C@@H](C(=O)OCC1=CC=CC=C1)OP(=O)C(C(C)C)NC(CCC1=CC=CC=C1)=O (benzyl (S)-6-(benzyloxycarbonylamino)-2-((2-methyl-1-(3-phenylpropanoylamino)propyl)phosphinoyloxy)hexanoate), I(=O)(=O)(=O)[O-].[Na+] (sodium periodate). Run in O1CCOCC1 (dioxane), O (water). Run at time 15 hour. Yields the product C(C1=CC=CC=C1)OC(=O)NCCCC[C@@H](C(=O)OCC1=CC=CC=C1)OP(=O)(O)C(C(C)C)NC(CCC1=CC=CC=C1)=O (benzyl (S)-6-(benzyloxycarbonylamino)-2-((2-methyl-1-(3-phenylpropanoylamino)propyl)(hydroxyphosphinoyl)oxy)hexanoate). The yield is 84.0%. RXN SMILES: [CH2:1]([O:8][C:9]([NH:11][CH2:12][CH2:13][CH2:14][CH2:15][C@H:16]([O:27][PH:28]([CH:30]([NH:34][C:35](=[O:44])[CH2:36][CH2:37][C:38]1[CH:43]=[CH:42][CH:41]=[CH:40][CH:39]=1)[CH:31]([CH3:33])[CH3:32])=[O:29])[C:17]([O:19][CH2:20][C:21]1[CH:26]=[CH:25][CH:24]=[CH:23][CH:22]=1)=[O:18])=[O:10])[C:2]1[CH:7]=[CH:6][CH:5]=[CH:4][CH:3]=1.I([O-])(=O)(=O)=[O:46].[Na+]>O1CCOCC1.O>[CH2:1]([O:8][C:9]([NH:11][CH2:12][CH2:13][CH2:14][CH2:15][C@H:16]([O:27][P:28]([CH:30]([NH:34][C:35](=[O:44])[CH2:36][CH2:37][C:38]1[CH:43]=[CH:42][CH:41]=[CH:40][CH:39]=1)[CH:31]([CH3:33])[CH3:32])([OH:46])=[O:29])[C:17]([O:19][CH2:20][C:21]1[CH:22]=[CH:23][CH:24]=[CH:25][CH:26]=1)=[O:18])=[O:10])[C:2]1[CH:3]=[CH:4][CH:5]=[CH:6][CH:7]=1 |f:1.2|. Procedure details: The benzyl (S)-6-(benzyloxycarbonylamino)-2-((2-methyl-1-(3-phenylpropanoylamino)propyl)phosphinoyloxy)hexanoate (117 mg) obtained in the above step (b) was dissolved in a mixed solvent of dioxane (4.5 ml) and water (1.5 ml) and added with sodium periodate (40.4 mg), and then the mixture was stirred at room temperature for 15 hours. The organic substances were extracted with ethyl acetate, and the extract was washed with saturated aqueous sodium thiosulfate and saturated brine, successively, and... Reactants: ClC1=CC=C(C=C1)NCC(=O)OCC (Ethyl 2-(4-chlorophenylamino)acetate), O.NN (hydrazine monohydrate). The solvent is C(C)O (ethanol). Yields the product ClC1=CC=C(C=C1)NCC(=O)NN (2-(4-Chlorophenylamino)acetohydrazide). Isolated yield 58.4%. Reaction SMILES: [Cl:1][C:2]1[CH:7]=[CH:6][C:5]([NH:8][CH2:9][C:10]([O:12]CC)=O)=[CH:4][CH:3]=1.O.[NH2:16][NH2:17]>C(O)C>[Cl:1][C:2]1[CH:7]=[CH:6][C:5]([NH:8][CH2:9][C:10]([NH:16][NH2:17])=[O:12])=[CH:4][CH:3]=1 |f:1.2|. Procedure: Ethyl 2-(4-chlorophenylamino)acetate (A) (25.6 g, 120 mmol) and hydrazine monohydrate (7.0 mL, 144 mmol) were heated to reflux in ethanol (120 mL) for 22 hours. After concentration in vacuo, the solid obtained was recrystallised from ethanol to yield the title compound (14.0 g, 59%) as a pale brown powder. 1H NMR (400 MHz, CDCl3) δ 3.85 (2H, d), 4.18 (2H, br), 6.53 (2H, d), 7.16 (2H, d), 7.60 (1H, br). The reactants are [N+](=O)([O-])C=1C=C(C=C(C1)C1=CC=CC=C1)NC(C)=O (N-(5-nitrobiphenyl-3-yl)acetamide), [Cl-].[NH4+] (ammonium chloride). The reagents and catalysts are [Zn] (zinc). Run in C1CCOC1 (THF), O (water). Conditions: temperature 45 celsius, time 2 hour. The product is NC=1C=C(C=C(C1)C1=CC=CC=C1)NC(C)=O (N-(5-aminobiphenyl-3-yl)acetamide). The yield is 94.0%. As a reaction SMILES: [N+:1]([C:4]1[CH:5]=[C:6]([NH:16][C:17](=[O:19])[CH3:18])[CH:7]=[C:8]([C:10]2[CH:15]=[CH:14][CH:13]=[CH:12][CH:11]=2)[CH:9]=1)([O-])=O.[Cl-].[NH4+]>C1COCC1.O.[Zn]>[NH2:1][C:4]1[CH:5]=[C:6]([NH:16][C:17](=[O:19])[CH3:18])[CH:7]=[C:8]([C:10]2[CH:15]=[CH:14][CH:13]=[CH:12][CH:11]=2)[CH:9]=1 |f:1.2|. Procedure details: To a solution of N-(5-nitrobiphenyl-3-yl)acetamide (1.2 g, 4.68 mmol) in THF (10 ml) were added a solution of ammonium chloride (2 g, 37.4 mmol, 8 eq.) in water (2 ml) and zinc (2.36 g, 37.4 mmol, 8 eq.). The mixture was stirred at 45° C. for 2 h and filtered. The filtrate was diluted with water and extracted as in Example 1(d). The solvent was distilled off to afford the product in 94% yield (1 g). Starting materials: [Na] (sodium), C(C)(C)(C)O (t-Butyl alcohol), N (ammonia), C(C1=CC=CC=C1)OCCCCC1(OCC2(CCC1)OCCO2)C (2-(4'-benzyloxybutyl)-6,6-ethylenedioxy-2-methyloxepane). The solvent is O1CCCC1 (tetrahydrofuran). Run at temperature 78 celsius, time 30 minute. The product is C1OC2(CCCC(OC2)(C)CCCCO)OC1 (6,6-Ethylenedioxy-2-(4'-hydroxybutyl)-2-methyloxepane). Isolated yield 99.9%. RXN SMILES: C(O)(C)(C)C.N.C([O:14][CH2:15][CH2:16][CH2:17][CH2:18][C:19]1([CH3:30])[CH2:25][CH2:24][CH2:23][C:22]2([O:29][CH2:28][CH2:27][O:26]2)[CH2:21][O:20]1)C1C=CC=CC=1.[Na]>O1CCCC1>[CH2:28]1[CH2:27][O:26][C:22]2([CH2:21][O:20][C:19]([CH2:18][CH2:17][CH2:16][CH2:15][OH:14])([CH3:30])[CH2:25][CH2:24][CH2:23]2)[O:29]1 |^1:30|. Procedure details: t-Butyl alcohol (8.88 g, 0.12 mol) is added to freshly distilled ammonia (360 ml) cooled to 78° C. in an argon atmosphere. The cooling bath is removed and 2-(4'-benzyloxybutyl)-6,6-ethylenedioxy-2-methyloxepane (6.7 g, 0.02 mol) in tetrahydrofuran (90 ml) is added. Freshly cut sodium metal (1.0 g, 0.04 mol) is added in small pieces and the resulting blue solution is stirred for 30 minutes. The reaction is quenched by adding ether (350 ml) followed by water (5 ml). The ammonia is evaporated at ro...